Dataset: the Open Reaction Database (ORD), a public repository of structured organic reaction records. Task: describe an organic reaction: reactants, conditions, products, and yield Reactants: C(C)OC(C1=CN=C(C(=C1)[N+](=O)[O-])Cl)=O (6-chloro-5-nitro-nicotinic acid ethyl ester), OC1=NC=C(C(=O)O)C=C1 (6-hydroxy-nicotinic acid), [N+](=O)(O)[O-] (nitric acid), P(Cl)(Cl)(Cl)(Cl)Cl (PCl5), O=P(Cl)(Cl)Cl (POCl3), [H-].[Na+] (Sodium hydride), CC(C(=O)[O-])O (methylglycolate). Run in O1CCOCC1 (dioxan), O (Water), CCO (EtOH). Conditions: time 24 hour. Product: C(C)OC(C1=CN=C(C(=C1)[N+](=O)[O-])OCC(=O)OC)=O (6-Methoxycarbonylmethoxy-5-nitro-nicotinic acid ethyl ester). RXN SMILES: [CH2:1]([O:3][C:4](=[O:15])[C:5]1[CH:10]=[C:9]([N+:11]([O-:13])=[O:12])[C:8](Cl)=[N:7][CH:6]=1)[CH3:2].O[C:17]1C=CC(C(O)=O)=CN=1.[N+]([O-])(O)=O.P(Cl)(Cl)(Cl)(Cl)Cl.O=P(Cl)(Cl)Cl.C[CH:42]([OH:46])[C:43]([O-:45])=[O:44].[H-].[Na+]>O1CCOCC1.O.CCO>[CH2:1]([O:3][C:4](=[O:15])[C:5]1[CH:10]=[C:9]([N+:11]([O-:13])=[O:12])[C:8]([O:46][CH2:42][C:43]([O:45][CH3:17])=[O:44])=[N:7][CH:6]=1)[CH3:2] |f:6.7|. Reported procedure: To a solution of 6-chloro-5-nitro-nicotinic acid ethyl ester (10.5 g, prepared from 6-hydroxy-nicotinic acid with a) fuming nitric acid, b) PCl5, POCl3, c) EtOH, see WO2005012288) in dioxan (100 ml) was added methylglycolate (4.92 g). Sodium hydride (55% dispersion in mineral oil, 2.19 g) was added portion wise at 0° C. The mixture was stirred at room temperature for 24 h. Water was added and the mixture was extracted with EtOAc. The organic phase was dried (MgSO4), filtered and concentrated to ... Reactants: hydrochloride salt, N1CCC1 (azetidine), N1=C(Cl)N=C(Cl)N=C1Cl (cyanuric chloride). The solvent is O (water). The product is N1(CCC1)C1=NC(=NC(=N1)N1CCC1)N1CCC1 (2,4,6-tris-(1-azetidinyl)-1,3,5-triazine). Isolated yield 78.0%. RXN SMILES: [NH:1]1[CH2:4][CH2:3][CH2:2]1.[N:5]1[C:12](Cl)=[N:11][C:9](Cl)=[N:8][C:6]=1Cl>O>[N:1]1([C:6]2[N:8]=[C:9]([N:1]3[CH2:4][CH2:3][CH2:2]3)[N:11]=[C:12]([N:1]3[CH2:4][CH2:3][CH2:2]3)[N:5]=2)[CH2:4][CH2:3][CH2:2]1. Reported procedure: Compound LXXVI was prepared after the method of Schaefer (J Am Chem Soc (1955) 77 p592B). The hydrochloride salt of azetidine was reacted with cyanuric chloride in water to give compound LXXVI as a white solid (yield 78%) having a melting point of 225°-238° C. The 1Hnmr of this compound indicated that its identity was correct and that its purity was adequate for subsequent reactions without further purification. The reactants are N(=[N+]=[N-])C[C@H](C[C@@H](CCCCl)CO)NC(OC(C)(C)C)=O (tert-butyl (2S,4R)-1-azido-7-chloro-4-(hydroxymethyl)heptan-2-ylcarbamate), [H-].[Na+] (NaH), C(C)I (Ethyl iodide). Solvent: CN(C)C=O (DMF). Reaction conditions: time 1.5 hour. Yields the product N(=[N+]=[N-])C[C@H](C[C@@H]1COCCC1)N(C(OC(C)(C)C)=O)CC (tert-butyl (S)-1-azido-3-((R)-tetrahydro-2H-pyran-3-yl)propan-2-yl(ethyl)carbamate). Yield: 57.6%. As a reaction SMILES: [N:1]([CH2:4][C@@H:5]([NH:14][C:15](=[O:21])[O:16][C:17]([CH3:20])([CH3:19])[CH3:18])[CH2:6][C@H:7]([CH2:12][OH:13])[CH2:8][CH2:9][CH2:10]Cl)=[N+:2]=[N-:3].[H-].[Na+].[CH2:24](I)[CH3:25]>CN(C=O)C>[N:1]([CH2:4][C@@H:5]([N:14]([CH2:24][CH3:25])[C:15](=[O:21])[O:16][C:17]([CH3:20])([CH3:19])[CH3:18])[CH2:6][C@H:7]1[CH2:8][CH2:9][CH2:10][O:13][CH2:12]1)=[N+:2]=[N-:3] |f:1.2|. Procedure: To a 0° C. solution of crude tert-butyl (2S,4R)-1-azido-7-chloro-4-(hydroxymethyl)heptan-2-ylcarbamate (3.20 g, 10.0 mmol) in anhydrous DMF (50 mL) was added NaH (60% in mineral oil, 2.0 g, 50.0 mmol), 5 min later the temperature was allowed to warm to room temperature and stirred another 1.5 h. Ethyl iodide (4.68 g, 2.4 mL, 30.0 mmol) was added and stirred overnight at room temperature. The reaction was quenched with sat. aq. NH4Cl at 0° C., and extracted with EA (70 mL), the separated organic ...